From a dataset of the Open Reaction Database (ORD), a public repository of structured organic reaction records. describe an organic reaction: reactants, conditions, products, and yield The reactants are I(=O)(=O)Cl.I(=O)(=O)Cl.C(C1=CC=CC=C1)[N+](C)(C)C (benzyltrimethylammonium dichloroiodate), C(C)(=O)C1=CC2=C(OCC2(C)C)C(=C1)C(C)(C)C (5-acetyl-7-tert-butyl-2,3-dihydro-3,3-dimethylbenzo[b]furan), ClCCCl (1,2-dichloroethane). The solvent is CO (methanol). Yields the product ClC1=CC2=C(OC(C2(C)C)C(C)=O)C(=C1)C(C)(C)C (5-chloro-acetyl-7-tert-butyl-2,3-dihydro-3,3-dimethylbenzo[b]furan). Yield: 100.0%. Reaction SMILES: I(Cl)(=O)=O.I(Cl)(=O)=[O:6].C([N+](C)(C)C)[C:10]1[CH:15]=CC=CC=1.C(C1[CH:33]=[C:32]([C:34]([CH3:37])([CH3:36])[CH3:35])[C:26]2[O:27][CH2:28][C:29]([CH3:31])([CH3:30])[C:25]=2C=1)(=O)C.Cl[CH2:39][CH2:40][Cl:41]>CO>[Cl:41][C:40]1[CH:33]=[C:32]([C:34]([CH3:35])([CH3:36])[CH3:37])[C:26]2[O:27][CH:28]([C:15](=[O:6])[CH3:10])[C:29]([CH3:30])([CH3:31])[C:25]=2[CH:39]=1 |f:0.1.2|. Reported procedure: A mixture of benzyltrimethylammonium dichloroiodate (31.70 g, 91.0 mmol), 5-acetyl-7-tert-butyl-2,3-dihydro-3,3-dimethylbenzo[b]furan (12.35 g, 50.2 mmol), 300 mL of 1,2-dichloroethane, and 120 mL of methanol is heated at reflux for 13 h. The reaction mixture is cooled to room temperature and concentrated in vacuo; 5% aqueous sodium bisulfite solution (125 mL) is added to the residue obtained. This mixture is extracted with ether; the extract is washed with aqueous sodium bicarbonate solution an... Reactants: CC(C(=O)N1[C@@H](CCC1)C(=O)O)=C ((2S)-1-(2- methyl-2-propenoyl)-2-pyrrolidine carboxylic acid), C(Cl)Cl (methylene chloride), O (water), O1C(=CC=C1)C(O)=S (furan-2-thiocarboxylic acid). Solvent: C(C)O (ethanol). Reaction conditions: time 8 hour. Yields the product O1C(=CC=C1)C(=O)SCC(C(=O)N1[C@@H](CCC1)C(=O)O)C ((2S)-1-[(2RS)-3-(2-furancarbonylthio)-2-methylpropanoyl]-2-pyrrolidine carboxylic acid). RXN SMILES: [CH3:1][C:2](=[CH2:13])[C:3]([N:5]1[CH2:9][CH2:8][CH2:7][C@H:6]1[C:10]([OH:12])=[O:11])=[O:4].[O:14]1[CH:18]=[CH:17][CH:16]=[C:15]1[C:19](=[S:21])[OH:20].C(Cl)Cl.O>C(O)C>[O:14]1[CH:18]=[CH:17][CH:16]=[C:15]1[C:19]([S:21][CH2:13][CH:2]([CH3:1])[C:3]([N:5]1[CH2:9][CH2:8][CH2:7][C@H:6]1[C:10]([OH:12])=[O:11])=[O:4])=[O:20]. Procedure details: 11.4 g (2S)-1-(2- methyl-2-propenoyl)-2-pyrrolidine carboxylic acid are dissolved in 16.5 ml ethanol and 10 g furan-2-thiocarboxylic acid are added dropwise over 15 minutes. The reaction mixture is stirred overnight at room temperature, and methylene chloride and water (9:1) are then added. The so obtained organic phase is decanted and extracted with 0.5 N NaOH. The combined aqueous phases are adjusted to pH 4 and then twice extracted with 0.5 l CH2Cl2. The combined organic phases are dried over...